Task: describe an organic reaction: reactants, conditions, products, and yield. Dataset: the Open Reaction Database (ORD), a public repository of structured organic reaction records The reactants are N1C(CNCC1)=O (2-piperazinone), C(OCC1=CC=CC=C1)(=O)Cl (benzyl chlorocarbonate), C([O-])([O-])=O.[Na+].[Na+] (sodium carbonate), C(C)(=O)OCC (ethyl acetate). Solvent: O (water). Conditions: time 2 hour. The product is C(C1=CC=CC=C1)OC(=O)N1CC(NCC1)=O (4-benzyloxycarbonyl-2-piperazinone). The yield is 79.1%. Reaction SMILES: [NH:1]1[CH2:6][CH2:5][NH:4][CH2:3][C:2]1=[O:7].[C:8](Cl)(=[O:17])[O:9][CH2:10][C:11]1[CH:16]=[CH:15][CH:14]=[CH:13][CH:12]=1.C(=O)([O-])[O-].[Na+].[Na+].C(OCC)(=O)C>O>[CH2:10]([O:9][C:8]([N:4]1[CH2:5][CH2:6][NH:1][C:2](=[O:7])[CH2:3]1)=[O:17])[C:11]1[CH:16]=[CH:15][CH:14]=[CH:13][CH:12]=1 |f:2.3.4|. Procedure details: A mixture of 2-piperazinone (10 g), benzyl chlorocarbonate (20.5 g), sodium carbonate (31.8 g), ethyl acetate (200 ml) and water (200 ml) was stirred at room temperature for 2 hours. The organic layer was separated, washed with saturated brine, dried (MgSO4) and concentrated. The resulting crystals was filtered, washed with ethyl acetate-ether and dried to give colorless crystals of the title compound (18.5 g.) The reactants are CC#N, CCOC(C)=O, Nc1ccc(Br)cn1, N#C[Na], Br[Ni]Br, [Zn], c1ccc(P(c2ccccc2)c2ccccc2)cc1. Yields the product N#Cc1ccc(N)nc1. Reaction SMILES: [CH3:31][C:32]#[N:33].[CH3:34][CH2:35][O:36][C:37](=[O:38])[CH3:39].[NH2:23][c:24]1[n:25][cH:26][c:27]([Br:30])[cH:28][cH:29]1.[Na:20][C:21]#[N:22].[Ni:40]([Br:41])[Br:42].[Zn:43].[c:1]1([P:2]([c:3]2[cH:4][cH:5][cH:6][cH:7][cH:8]2)[c:9]2[cH:10][cH:11][cH:12][cH:13][cH:14]2)[cH:15][cH:16][cH:17][cH:18][cH:19]1>>[C:21](#[N:22])[c:27]1[cH:26][n:25][c:24]([NH2:23])[cH:29][cH:28]1. Starting materials: Fc1cc(CBr)cc(F)c1F, Nc1nc[nH]n1. Yields the product Nc1ncn(Cc2cc(F)c(F)c(F)c2)n1. As a reaction SMILES: [F:7][c:8]1[cH:9][c:10]([CH2:11][Br:12])[cH:13][c:14]([F:17])[c:15]1[F:16].[NH2:1][c:2]1[n:3][nH:4][cH:5][n:6]1>>[NH2:1][c:2]1[n:3][n:4]([CH2:11][c:10]2[cH:9][c:8]([F:7])[c:15]([F:16])[c:14]([F:17])[cH:13]2)[cH:5][n:6]1. The reactants are ice, CC1(CNC2=CC=CC=C2C1)C (1,2,3,4-Tetrahydro-3,3-dimethylquinoline), [N+](=O)(O)[O-] (nitric acid), solution. Solvent: S(O)(O)(=O)=O (sulfuric acid). Reaction conditions: temperature 0 celsius, time 1 hour. Yields the product [N+](=O)([O-])C1=CC=C2CC(CNC2=C1)(C)C (7-nitro-1,2,3,4-tetrahydro-3,3-dimethylquinoline). Yield: 59.1%. As a reaction SMILES: [CH3:1][C:2]1([CH3:12])[CH2:11][C:10]2[C:5](=[CH:6][CH:7]=[CH:8][CH:9]=2)[NH:4][CH2:3]1.[N+:13]([O-])([OH:15])=[O:14]>S(=O)(=O)(O)O>[N+:13]([C:7]1[CH:6]=[C:5]2[C:10]([CH2:11][C:2]([CH3:12])([CH3:1])[CH2:3][NH:4]2)=[CH:9][CH:8]=1)([O-:15])=[O:14]. Procedure details: 1,2,3,4-Tetrahydro-3,3-dimethylquinoline (51 mg, 0.32 mmol) was dissolved in sulfuric acid (0.5 mL) and the temperature lowered to 0° C. To this solution 90% fuming nitric acid (14 mL, 0.32 mmol) was added slowly and the mixture stirred at 0° C. for 1 h, then warmed to rt. The reaction mixture was then poured onto 1 g of ice and extracted with dichloromethane (2×5 mL). The organic phase was washed with saturated aqueous NaHCO3 (3 mL) and concentrated in vacuo to a reddish residue that was subjec... The reactants are [N+](=O)([O-])C1=CC=C(C=C1)C(C(=O)OC)C (methyl 2-(4-nitrophenyl)propionate), N (ammonia). Product: [N+](=O)([O-])C1=CC=C(C=C1)C(C(=O)N)C (2-(4-Nitrophenyl)propionamide). Reaction SMILES: [N+:1]([C:4]1[CH:9]=[CH:8][C:7]([CH:10]([CH3:15])[C:11](OC)=[O:12])=[CH:6][CH:5]=1)([O-:3])=[O:2].[NH3:16]>>[N+:1]([C:4]1[CH:9]=[CH:8][C:7]([CH:10]([CH3:15])[C:11]([NH2:16])=[O:12])=[CH:6][CH:5]=1)([O-:3])=[O:2]. Procedure details: A solution of methyl 2-(4-nitrophenyl)propionate (20.0 g) in aqueous ammonia (d=0.88, 350 ml) was stirred at room temperature for 36 h. The resultant solid was collected and dried in vacuo at 50° to give the title compound (13.4 g). A sample (0.1 g) was crystallised from water to give analytically pure material m.p. 120°-121°.